From a dataset of the Open Reaction Database (ORD), a public repository of structured organic reaction records. describe an organic reaction: reactants, conditions, products, and yield Reactants: mercuric acetate, C(C)N(CC(C)N1C2=CC=CC=C2SC=2C=CC(=CC12)C(NCC)=S)CC (10-[(2RS)-1-diethylamino-2-propyl]-N-ethyl-2-phenothiazinecarbothioamide), C(C)(=O)O (acetic acid), C(C)(=O)O (acetic acid). Run in C(C)(=O)OCC (ethyl acetate). Conditions: temperature 25 celsius, time 90 minute. Yields the product C(C)N(CC(C)N1C2=CC=CC=C2SC=2C=CC(=CC12)C(=O)NCC)CC (10-[(2RS)-1-diethylamino-2-propyl]-N-ethyl-2-phenothiazinecarboxamide). Reaction SMILES: [CH2:1]([N:3]([CH2:26][CH3:27])[CH2:4][CH:5]([N:7]1[C:20]2[CH:19]=[C:18]([C:21](=S)[NH:22][CH2:23][CH3:24])[CH:17]=[CH:16][C:15]=2[S:14][C:13]2[C:8]1=[CH:9][CH:10]=[CH:11][CH:12]=2)[CH3:6])[CH3:2].C(O)(=[O:30])C>C(OCC)(=O)C>[CH2:1]([N:3]([CH2:26][CH3:27])[CH2:4][CH:5]([N:7]1[C:20]2[CH:19]=[C:18]([C:21]([NH:22][CH2:23][CH3:24])=[O:30])[CH:17]=[CH:16][C:15]=2[S:14][C:13]2[C:8]1=[CH:9][CH:10]=[CH:11][CH:12]=2)[CH3:6])[CH3:2]. Procedure: A solution of mercuric acetate (0.70 g) in acetic acid (11 cc) is added dropwise during a period of 10 minutes to a solution of 10-[(2RS)-1-diethylamino-2-propyl]-N-ethyl-2-phenothiazinecarbothioamide (0.87 g) in glacial acetic acid (11 cc). The reaction mixture is stirred for 90 minutes at 25° C. and then filtered on sintered glass covered with supercel. The celite is washed with acetic acid (2×2 cc) and the combined filtrates are concentrated to dryness under reduced pressure (30 mm Hg; 4 kPa)... The reactants are CC(C)(C)OC(=O)N1CCc2cc(B3OC(C)(C)C(C)(C)O3)ccc21, C1CCC(P(C2CCCCC2)C2CCCCC2)CC1, N#Cc1c(F)cccc1I, [K+], [K+], [K+], O=C(C=Cc1ccccc1)C=Cc1ccccc1, C1COCCO1, O=C(C=Cc1ccccc1)C=Cc1ccccc1, O=C(C=Cc1ccccc1)C=Cc1ccccc1, O, O=P([O-])([O-])[O-], [Pd], [Pd]. Product: CC(C)(C)OC(=O)N1CCc2cc(-c3cccc(F)c3C#N)ccc21. As a reaction SMILES: [CH3:11][C:12]1([CH3:13])[C:14]([CH3:15])([CH3:16])[O:17][B:18]([c:19]2[cH:20][c:21]3[c:25]([cH:26][cH:27]2)[N:24]([C:28](=[O:29])[O:30][C:31]([CH3:32])([CH3:33])[CH3:34])[CH2:23][CH2:22]3)[O:35]1.[CH:36]1([P:37]([CH:38]2[CH2:39][CH2:40][CH2:41][CH2:42][CH2:43]2)[CH:44]2[CH2:45][CH2:46][CH2:47][CH2:48][CH2:49]2)[CH2:50][CH2:51][CH2:52][CH2:53][CH2:54]1.[F:1][c:2]1[c:3]([C:4]#[N:5])[c:6]([I:10])[cH:7][cH:8][cH:9]1.[K+:60].[K+:61].[K+:62].[O:108]=[C:109]([CH:110]=[CH:111][c:112]1[cH:113][cH:114][cH:115][cH:116][cH:117]1)[CH:118]=[CH:119][c:120]1[cH:121][cH:122][cH:123][cH:124][cH:125]1.[O:63]1[CH2:64][CH2:65][O:66][CH2:67][CH2:68]1.[O:72]=[C:73]([CH:74]=[CH:75][c:76]1[cH:77][cH:78][cH:79][cH:80][cH:81]1)[CH:82]=[CH:83][c:84]1[cH:85][cH:86][cH:87][cH:88][cH:89]1.[O:90]=[C:91]([CH:92]=[CH:93][c:94]1[cH:95][cH:96][cH:97][cH:98][cH:99]1)[CH:100]=[CH:101][c:102]1[cH:103][cH:104][cH:105][cH:106][cH:107]1.[OH2:69].[P:55]([O-:56])([O-:57])([O-:58])=[O:59].[Pd:70].[Pd:71]>>[F:1][c:2]1[c:3]([C:4]#[N:5])[c:6](-[c:19]2[cH:20][c:21]3[c:25]([cH:26][cH:27]2)[N:24]([C:28](=[O:29])[O:30][C:31]([CH3:32])([CH3:33])[CH3:34])[CH2:23][CH2:22]3)[cH:7][cH:8][cH:9]1. The reactants are C(C)(C)(C)OC(=O)N1CC(N(C[C@@H]1CCS(=O)(=O)CC)C1=CC(=CC=C1)Cl)=O ((S)-4-(tert-butoxycarbonyl)-1-(3-chlorophenyl)-5-[2-(ethanesulfonyl)ethyl]piperazin-2-one), Cl (HCl). Solvent: CCOC(=O)C (EtOAc). Run at time 30 minute. Product: ClC=1C=C(C=CC1)N1C(CN[C@H](C1)CCS(=O)(=O)CC)=O ((S)-1-(3-chlorophenyl)-5-[2-(ethanesulfonyl)ethyl]piperazin-2-one). RXN SMILES: C(OC([N:8]1[C@@H:13]([CH2:14][CH2:15][S:16]([CH2:19][CH3:20])(=[O:18])=[O:17])[CH2:12][N:11]([C:21]2[CH:26]=[CH:25][CH:24]=[C:23]([Cl:27])[CH:22]=2)[C:10](=[O:28])[CH2:9]1)=O)(C)(C)C.Cl>CCOC(C)=O>[Cl:27][C:23]1[CH:22]=[C:21]([N:11]2[CH2:12][C@H:13]([CH2:14][CH2:15][S:16]([CH2:19][CH3:20])(=[O:17])=[O:18])[NH:8][CH2:9][C:10]2=[O:28])[CH:26]=[CH:25][CH:24]=1. Procedure: Through a solution of the Boc-protected piperazinone from Step H (1.75 g, 4.06 mmol) in 20 mL of EtOAc at 0° C. was bubbled anhydrous HCl gas. The saturated solution was stirred for 30 minutes, then concentrated in vacuo to provide the hydrochloride of title compound as a white powder. This material was suspended in EtOAc and treated with dilute aqueous NaHCO3 solution. The aqueous phase was extracted with EtOAc, and the combined organic mixture was washed with brine, dried (Na2SO4), filtered, a... Starting materials: ClC=1N=NC(=CN1)C1=C(C=CC=C1)Cl (3-chloro-6-(2-chlorophenyl)-1,2,4-triazine), Cl.O.N1CCC(CC1)=O (piperidin-4-one monohydrate hydrochloride), C([O-])([O-])=O.[Na+].[Na+] (sodium carbonate). The solvent is C(C)O (ethanol). Yields the product ClC1=C(C=CC=C1)C1=CN=C(N=N1)N1CCC(CC1)=O (6-(2-Chlorophenyl)-3-(4-oxopiperidino)-1,2,4-triazine). As a reaction SMILES: Cl[C:2]1[N:3]=[N:4][C:5]([C:8]2[CH:13]=[CH:12][CH:11]=[CH:10][C:9]=2[Cl:14])=[CH:6][N:7]=1.Cl.O.[NH:17]1[CH2:22][CH2:21][C:20](=[O:23])[CH2:19][CH2:18]1.C(=O)([O-])[O-].[Na+].[Na+]>C(O)C>[Cl:14][C:9]1[CH:10]=[CH:11][CH:12]=[CH:13][C:8]=1[C:5]1[N:4]=[N:3][C:2]([N:17]2[CH2:22][CH2:21][C:20](=[O:23])[CH2:19][CH2:18]2)=[N:7][CH:6]=1 |f:1.2.3,4.5.6|. Reported procedure: 1.5 g of 3-chloro-6-(2-chlorophenyl)-1,2,4-triazine, 3.05 g of piperidin-4-one monohydrate hydrochloride and 3.1 g of sodium carbonate are heated under reflux in 100 ml of ethanol for 4 hours.